Dataset: the Open Reaction Database (ORD), a public repository of structured organic reaction records. Task: describe an organic reaction: reactants, conditions, products, and yield Starting materials: C(C)OC=1C=C(C=CC1OCC)C=1SC=C(N1)C1=NC(=CC=C1)C=O (2-(3,4-diethoxyphenyl)-4-(6-formyl-2-pyridyl)thiazole), ice water, [I-].C[S+](C)C (trimethylsulfonium iodide), [H-].[Na+] (sodium hydride). Run in CS(=O)C (dimethyl sulfoxide), CS(=O)C (dimethyl sulfoxide). Run at time 8 hour. Yields the product C(C)OC=1C=C(C=CC1OCC)C=1SC=C(N1)C1=NC(=CC=C1)C1OC1 (2-(3,4-diethoxyphenyl)-4-(6-oxiranyl-2-pyridyl)thiazole). Isolated yield 73.1%. As a reaction SMILES: [I-].[CH3:2][S+](C)C.[H-].[Na+].[CH2:8]([O:10][C:11]1[CH:12]=[C:13]([C:20]2[S:21][CH:22]=[C:23]([C:25]3[CH:30]=[CH:29][CH:28]=[C:27]([CH:31]=[O:32])[N:26]=3)[N:24]=2)[CH:14]=[CH:15][C:16]=1[O:17][CH2:18][CH3:19])[CH3:9]>CS(C)=O>[CH2:8]([O:10][C:11]1[CH:12]=[C:13]([C:20]2[S:21][CH:22]=[C:23]([C:25]3[CH:30]=[CH:29][CH:28]=[C:27]([CH:31]4[CH2:2][O:32]4)[N:26]=3)[N:24]=2)[CH:14]=[CH:15][C:16]=1[O:17][CH2:18][CH3:19])[CH3:9] |f:0.1,2.3|. Procedure: 880 mg of trimethylsulfonium iodide was added to a suspension of 172 mg of 60% sodium hydride in 15 ml of dimethyl sulfoxide. The mixture was subjected to a reaction at room temperature for 1 hour. Thereto was dropwise added a solution of 1 g of 2-(3,4-diethoxyphenyl)-4-(6-formyl-2-pyridyl)thiazole dissolved in 20 ml of dimethyl sulfoxide. The mixture was stirred overnight at room temperature. The reaction mixture was poured into 150 ml of ice water. The mixture was subjected to extraction three... Starting materials: BrCc1ccccc1, O=Cc1cc(O)ccc1Br, O=C([O-])[O-], CCCC[N+](CCCC)(CCCC)CCCC, CN(C)C=O, CCOCC, [I-], [K+], [K+]. Product: O=Cc1cc(OCc2ccccc2)ccc1Br. As a reaction SMILES: [Br:17][CH2:18][c:19]1[cH:20][cH:21][cH:22][cH:23][cH:24]1.[Br:1][c:2]1[c:3]([CH:4]=[O:5])[cH:6][c:7]([OH:10])[cH:8][cH:9]1.[C:11](=[O:12])([O-:13])[O-:14].[CH2:26]([N+:27]([CH2:28][CH2:29][CH2:30][CH3:31])([CH2:32][CH2:33][CH2:34][CH3:35])[CH2:36][CH2:37][CH2:38][CH3:39])[CH2:40][CH2:41][CH3:42].[CH3:43][N:44]([CH3:45])[CH:46]=[O:47].[CH3:48][CH2:49][O:50][CH2:51][CH3:52].[I-:25].[K+:15].[K+:16]>>[Br:1][c:2]1[c:3]([CH:4]=[O:5])[cH:6][c:7]([O:10][CH2:18][c:19]2[cH:20][cH:21][cH:22][cH:23][cH:24]2)[cH:8][cH:9]1.